From a dataset of the Open Reaction Database (ORD), a public repository of structured organic reaction records. describe an organic reaction: reactants, conditions, products, and yield Starting materials: COC=Cc1cc2ncccc2cc1OC, CCOC(C)=O, Cl, C1CCOC1. Product: COc1cc2cccnc2cc1CC=O. Reaction SMILES: [CH3:1][O:2][c:3]1[cH:4][c:5]2[cH:6][cH:7][cH:8][n:9][c:10]2[cH:11][c:12]1[CH:13]=[CH:14][O:15][CH3:16].[CH3:23][CH2:24][O:25][C:26](=[O:27])[CH3:28].[ClH:22].[O:17]1[CH2:18][CH2:19][CH2:20][CH2:21]1>>[CH3:1][O:2][c:3]1[cH:4][c:5]2[cH:6][cH:7][cH:8][n:9][c:10]2[cH:11][c:12]1[CH2:13][CH:14]=[O:15]. Procedure details: Prepared from 4-bromomethylpyridine and 4-bromo-2-[2,4-dioxothiazolidin-(5Z)-ylidenemethyl]phenoxyacetic acid ethyl ester according to GP13, GP14 and GP16: LC/MS (an10p8): Rt 2.1 min, m/z 451 [M+H]+. RXN SMILES: Br[CH2:2][C:3]1[CH:8]=[CH:7][N:6]=[CH:5][CH:4]=1.C([O:11][C:12](=[O:30])[CH2:13][O:14][C:15]1[CH:20]=[CH:19][C:18]([Br:21])=[CH:17][C:16]=1/[CH:22]=[C:23]1/[C:24](=[O:29])[NH:25][C:26](=[O:28])[S:27]/1)C>>[Br:21][C:18]1[CH:19]=[CH:20][C:15]([O:14][CH2:13][C:12]([OH:30])=[O:11])=[C:16]([CH2:22][CH:23]2[S:27][C:26](=[O:28])[N:25]([CH2:2][C:3]3[CH:8]=[CH:7][N:6]=[CH:5][CH:4]=3)[C:24]2=[O:29])[CH:17]=1. Reactants: BrCC1=CC=NC=C1 (4-bromomethylpyridine), C(C)OC(COC1=C(C=C(C=C1)Br)\C=C/1\C(NC(S1)=O)=O)=O (4-bromo-2-[2,4-dioxothiazolidin-(5Z)-ylidenemethyl]phenoxyacetic acid ethyl ester). Product: BrC1=CC(=C(OCC(=O)O)C=C1)CC1C(N(C(S1)=O)CC1=CC=NC=C1)=O (4-Bromo-2-(2,4-dioxo-3-pyridin-4-ylmethylthiazolidin-5-ylmethyl)phenoxyacetic acid). Reactants: ( ε ), ( 58/26 ), NCC(C(=O)O)C (3-amino-2-methylpropionic acid), ( 100 ), OC(CC=CC(=O)O)C(C(C(C1=CC=CC=C1)O)O)C (5,7,8-trihydroxy-6-methyl-8-phenyl-2-octenoic acid), C(C(O)CC(C)C)(=O)O (leucic acid), ClC=1C=C(C[C@H](N)C(=O)O)C=C(C1OC)Cl (3,5-dichloro-4-methoxyphenylalanine), hydroxy acid, ( 0.8/0.3 ), ( 43/14 ), 1H-NMR(CDCl3). Run in CO (MeOH). Yields the product CCC[C@H]1C(=O)O[C@@H](C/C=C/C(=O)N[C@@H](C(=O)NC[C@H](C(=O)O1)C)CC2=CC(=C(C=C2)OC)Cl)[C@H](C)[C@@H]3[C@H](O3)C4=CC=CC=C4 (Cryptophycin 49). Reaction SMILES: [OH:1][CH:2]([CH:9]([CH3:20])[CH:10]([OH:19])[CH:11](O)[C:12]1[CH:17]=[CH:16][CH:15]=[CH:14][CH:13]=1)[CH2:3][CH:4]=[CH:5][C:6]([OH:8])=O.Cl[C:22]1[CH:23]=[C:24]([CH:31]=[C:32]([Cl:36])[C:33]=1[O:34][CH3:35])[CH2:25][C@@H:26]([C:28]([OH:30])=O)[NH2:27].[NH2:37][CH2:38][CH:39]([CH3:43])[C:40]([OH:42])=[O:41].[C:44](O)(=[O:51])[CH:45]([CH2:47][CH:48](C)[CH3:49])O>CO>[CH3:49][CH2:48][CH2:47][C@@H:45]1[O:42][C:40](=[O:41])[C@H:39]([CH3:43])[CH2:38][NH:37][C:28](=[O:30])[C@@H:26]([CH2:25][C:24]2[CH:23]=[CH:22][C:33]([O:34][CH3:35])=[C:32]([Cl:36])[CH:31]=2)[NH:27][C:6](=[O:8])[CH:5]=[CH:4][CH2:3][C@@H:2]([C@@H:9]([C@H:10]2[O:19][C@@H:11]2[C:12]2[CH:13]=[CH:14][CH:15]=[CH:16][CH:17]=2)[CH3:20])[O:1][C:44]1=[O:51]. Procedure details: [α]D +68.1°(MeOH, c 0.075); UV λmax (ε) 246 (25500), 284 (5200); IR (neat) νmax 3401, 3282, 2962, 1744, 1728, 1668, 1540, 1505, 1464, 1258, 1198, 1177, 1066, 694 cm-1 ;EIMS m/z (rel intensity) 624/626 (0.8/0.3), 398/400 (43/14), 227(78), 195/197 (58/26) 91 (100); high resolution EIMS m/z 624.2650 (calcd for C34H41ClN2O7, -4.8 mmu error); 1H-NMR(CDCl3): amino or hydroxy acid unit δ (carbon position, multiplicity; J in Hz) 5-hydroxy-6-methyl-8-phenyl-2,7-octadienoic acid (A) 5.77 (2, d; 14.1), 6.6... Reactants: ClC1=NC=C(C(=N1)Cl)[N+](=O)[O-] (2,4-dichloro-5-nitropyrimidine), FC1(OC2=C(O1)C=CC(=C2)N)F (2,2-difluoro-5-amino-1,3-benzodioxole). Product: FC1(OC2=C(O1)C=CC(=C2)NC2=NC=C(C(=N2)NC2=CC1=C(OC(O1)(F)F)C=C2)[N+](=O)[O-])F (N2,N4-bis-(2,2-difluoro-1,3-benzodioxol-5-yl)-5-nitro-2,4-pyrimidinediamine). As a reaction SMILES: Cl[C:2]1[N:7]=[C:6](Cl)[C:5]([N+:9]([O-:11])=[O:10])=[CH:4][N:3]=1.[F:12][C:13]1([F:23])[O:17][C:16]2[CH:18]=[CH:19][C:20]([NH2:22])=[CH:21][C:15]=2[O:14]1>>[F:23][C:13]1([F:12])[O:17][C:16]2[CH:18]=[CH:19][C:20]([NH:22][C:2]3[N:7]=[C:6]([NH:22][C:20]4[CH:19]=[CH:18][C:16]5[O:17][C:13]([F:23])([F:12])[O:14][C:15]=5[CH:21]=4)[C:5]([N+:9]([O-:11])=[O:10])=[CH:4][N:3]=3)=[CH:21][C:15]=2[O:14]1. Procedure details: In like manner to the preparation of N2,N4-bis(3-hydroxyphenyl)-5-fluoro-2,4-pyrimidinediamine, the reaction of 2,4-dichloro-5-nitropyrimidine with 2,2-difluoro-5-amino-1,3-benzodioxole gave N2,N4-bis-(2,2-difluoro-1,3-benzodioxol-5-yl)-5-nitro-2,4-pyrimidinediamine. LCMS: ret. time: 38.15 min.; purity: 96%; MS (m/e): 467 (M+); 1H NMR (CDCl3): δ 10.76 (1H, s), 10.49 (1H, s), 9.20 (1H, s), 7.74 (2H, s), 7.56 (1H, d, J=11.4 Hz), 7.33 (2H, m), 7.20 (1H, m). Starting materials: FC(C(=O)O)(F)F.NCCCN(C(=O)NC(C1=CC=CC=C1)C(=O)OC)CC(=O)O ((1-(3-aminopropyl)-3-(methoxycarbonylphenylmethyl)ureido)acetic acid trifluoroacetate), S(=O)(Cl)Cl (thionyl chloride). Run in CO (methanol). Run at temperature 0 celsius, time 8 hour. The product is Cl.NCCCN1C(N(C(C1)=O)C(C(=O)OC)C1=CC=CC=C1)=O (Methyl (3-(3-aminopropyl)-2,5-dioxoimidazolidin-1-yl)phenylacetate hydrochloride). RXN SMILES: FC(F)(F)C(O)=O.[NH2:8][CH2:9][CH2:10][CH2:11][N:12]([CH2:27][C:28]([OH:30])=O)[C:13]([NH:15][CH:16]([C:23]([O:25][CH3:26])=[O:24])[C:17]1[CH:22]=[CH:21][CH:20]=[CH:19][CH:18]=1)=[O:14].S(Cl)([Cl:33])=O>CO>[ClH:33].[NH2:8][CH2:9][CH2:10][CH2:11][N:12]1[CH2:27][C:28](=[O:30])[N:15]([CH:16]([C:17]2[CH:18]=[CH:19][CH:20]=[CH:21][CH:22]=2)[C:23]([O:25][CH3:26])=[O:24])[C:13]1=[O:14] |f:0.1,4.5|. Procedure details: 2.9 g (9 mmol) of (1-(3-aminopropyl)-3-(methoxycarbonylphenylmethyl)ureido)acetic acid trifluoroacetate are dissolved in 50 ml of methanol. After cooling down to 0° C., 1.34 g (11 mmol) of thionyl chloride are slowly added dropwise. The mixture is allowed to warm up to room temperature, then stirred overnight, concentrated and crystallized by adding ethyl acetate and methanol. Reactants: OCc1ccc(Br)cc1, CCOC(CBr)OCC, C[Si](C)(C)[N-][Si](C)(C)C, CCOC(C)=O, [Na+], CN(C)C=O, O. Yields the product CCOC(COCc1ccc(Br)cc1)OCC. Reaction SMILES: [Br:11][c:12]1[cH:13][cH:14][c:15]([CH2:16][OH:17])[cH:18][cH:19]1.[CH2:20]([CH3:21])[O:22][CH:23]([CH2:24][Br:25])[O:26][CH2:27][CH3:28].[CH3:1][Si:2]([N-:3][Si:4]([CH3:5])([CH3:6])[CH3:7])([CH3:8])[CH3:9].[CH3:29][CH2:30][O:31][C:32](=[O:33])[CH3:34].[Na+:10].[O:35]=[CH:36][N:37]([CH3:38])[CH3:39].[OH2:40]>>[Br:11][c:12]1[cH:13][cH:14][c:15]([CH2:16][O:17][CH2:24][CH:23]([O:22][CH2:20][CH3:21])[O:26][CH2:27][CH3:28])[cH:18][cH:19]1.